This data is from the Open Reaction Database (ORD), a public repository of structured organic reaction records. The task is: describe an organic reaction: reactants, conditions, products, and yield Starting materials: Cc1cc(C2=NOC(c3cc(Cl)cc(Cl)c3)(C(F)(F)F)C2)ccc1C(=O)Nc1cccc(Br)n1, CI, CN(C)C=O, [H-], [H][H], [Na+], O. The product is Cc1cc(C2=NOC(c3cc(Cl)cc(Cl)c3)(C(F)(F)F)C2)ccc1C(=O)N(C)c1cccc(Br)n1. RXN SMILES: [Br:1][c:2]1[cH:3][cH:4][cH:5][c:6]([NH:8][C:9]([c:10]2[c:11]([CH3:33])[cH:12][c:13]([C:16]3=[N:17][O:18][C:19]([C:21]([F:22])([F:23])[F:24])([c:25]4[cH:26][c:27]([Cl:32])[cH:28][c:29]([Cl:31])[cH:30]4)[CH2:20]3)[cH:14][cH:15]2)=[O:34])[n:7]1.[CH3:39][I:40].[CH3:41][N:42]([CH3:43])[CH:44]=[O:45].[H-:35].[H:37][H:38].[Na+:36].[OH2:46]>>[Br:1][c:2]1[cH:3][cH:4][cH:5][c:6]([N:8]([C:9]([c:10]2[c:11]([CH3:33])[cH:12][c:13]([C:16]3=[N:17][O:18][C:19]([C:21]([F:22])([F:23])[F:24])([c:25]4[cH:26][c:27]([Cl:32])[cH:28][c:29]([Cl:31])[cH:30]4)[CH2:20]3)[cH:14][cH:15]2)=[O:34])[CH3:39])[n:7]1. Starting materials: C(C)C1C(CC(C(C(OC(C2CCCCN2C(C(C2(C(CC(C(C(CC(CC(=C1)C)C)OC)O2)OC)C)O)=O)=O)=O)C(=CC2CC(C(CC2)O)OC)C)C)O)=O (17-ethyl-1,14-dihydroxy-12-[2'-(4"-hydroxy-3"-methoxycyclohexyl)-1'-methylvinyl]-23,25-dimethoxy-13,19,21,27-tetramethyl-11,28-dioxa-4-azatricyclo[22.3.1.04,9 ]octacos-18-ene-2,3,10,16-tetraone), ClC(C(OCC=CC1=CC=C(C=C1)OC)=N)(Cl)Cl (p-methoxycinnamyl trichloroacetimidate), FC(S(=O)(=O)O)(F)F (Trifluoromethanesulfonic acid). Yields the product C(C)C1C(CC(C(C(OC(C2CCCCN2C(C(C2(C(CC(C(C(CC(CC(=C1)C)C)OC)O2)OC)C)O)=O)=O)=O)C(=CC2CC(C(CC2)OCC=CC2=CC=C(C=C2)OC)OC)C)C)O)=O (17-Ethyl-1,14-dihydroxy-12-[2'-(4"-(p-methoxycinnamyloxy)-3"-methoxycyclohexyl)-1'-methylvinyl]-23,25-dimethoxy-13,19,21,27-tetramethyl-11,28-dioxa-4-azatricyclo[22.3.1.04,9 ]octacos-18-ene-2,3,10,16-tetraone). As a reaction SMILES: [CH2:1]([CH:3]1[CH:29]=[C:28]([CH3:30])[CH2:27][CH:26]([CH3:31])[CH2:25][CH:24]([O:32][CH3:33])[CH:23]2[O:34][C:19]([OH:38])([CH:20]([CH3:37])[CH2:21][CH:22]2[O:35][CH3:36])[C:18](=[O:39])[C:17](=[O:40])[N:16]2[CH:11]([CH2:12][CH2:13][CH2:14][CH2:15]2)[C:10](=[O:41])[O:9][CH:8]([C:42]([CH3:53])=[CH:43][CH:44]2[CH2:49][CH2:48][CH:47]([OH:50])[CH:46]([O:51][CH3:52])[CH2:45]2)[CH:7]([CH3:54])[CH:6]([OH:55])[CH2:5][C:4]1=[O:56])[CH3:2].ClC(Cl)(Cl)C(=N)O[CH2:61][CH:62]=[CH:63][C:64]1[CH:69]=[CH:68][C:67]([O:70][CH3:71])=[CH:66][CH:65]=1.FC(F)(F)S(O)(=O)=O>>[CH2:1]([CH:3]1[CH:29]=[C:28]([CH3:30])[CH2:27][CH:26]([CH3:31])[CH2:25][CH:24]([O:32][CH3:33])[CH:23]2[O:34][C:19]([OH:38])([CH:20]([CH3:37])[CH2:21][CH:22]2[O:35][CH3:36])[C:18](=[O:39])[C:17](=[O:40])[N:16]2[CH:11]([CH2:12][CH2:13][CH2:14][CH2:15]2)[C:10](=[O:41])[O:9][CH:8]([C:42]([CH3:53])=[CH:43][CH:44]2[CH2:49][CH2:48][CH:47]([O:50][CH2:61][CH:62]=[CH:63][C:64]3[CH:65]=[CH:66][C:67]([O:70][CH3:71])=[CH:68][CH:69]=3)[CH:46]([O:51][CH3:52])[CH2:45]2)[CH:7]([CH3:54])[CH:6]([OH:55])[CH2:5][C:4]1=[O:56])[CH3:2]. Procedure: To a solution of 17-ethyl-1,14-dihydroxy-12-[2'-(4"-hydroxy-3"-methoxycyclohexyl)-1'-methylvinyl]-23,25-dimethoxy-13,19,21,27-tetramethyl-11,28-dioxa-4-azatricyclo[22.3.1.04,9 ]octacos-18-ene-2,3,10,16-tetraone (200 mg in 6 ml 33% methylene chloride in cyclohexane), p-methoxycinnamyl trichloroacetimidate (117 μl neat) was added and the reagents allowed to mix for 5 minutes. Trifluoromethanesulfonic acid (3 μl neat) was added slowly via syringe and the mixture stirred at room temperature. After 2... Reactants: FC1=C2C(C=C(OC2=C(C=C1)C=O)C)=O (5-fluoro-2-methyl-4-oxo-4H-chromene-8-carbaldehyde), CC(CC(C)=O)=O (2,4-pentanedione), C(C)(=O)O (acetic acid), N1CCCCC1 (piperidine), C1(=CC=C(C=C1)S(=O)(=O)[O-])C.[NH+]1=CC=CC=C1 (pyridinium para-toluenesulfonate). The solvent is ClCCl (dichloromethane). The product is FC1=C2C(C=C(OC2=C(C=C1)C=C(C(C)=O)C(C)=O)C)=O (3-[(5-Fluoro-2-methyl-4-oxo-4H-chromen-8-yl)methylene]pentane-2,4-dione). Reaction SMILES: [F:1][C:2]1[CH:11]=[CH:10][C:9]([CH:12]=O)=[C:8]2[C:3]=1[C:4](=[O:15])[CH:5]=[C:6]([CH3:14])[O:7]2.[CH3:16][C:17](=[O:22])[CH2:18][C:19](=[O:21])[CH3:20].C(O)(=O)C.N1CCCCC1.C1(C)C=CC(S([O-])(=O)=O)=CC=1.[NH+]1C=CC=CC=1>ClCCl>[F:1][C:2]1[CH:11]=[CH:10][C:9]([CH:12]=[C:18]([C:17](=[O:22])[CH3:16])[C:19](=[O:21])[CH3:20])=[C:8]2[C:3]=1[C:4](=[O:15])[CH:5]=[C:6]([CH3:14])[O:7]2 |f:4.5|. Procedure: 239 mg (1.16 mmol) of 5-fluoro-2-methyl-4-oxo-4H-chromene-8-carbaldehyde, 0.14 ml (1.28 mmol) of 2,4-pentanedione, 0.085 ml (1.45 mmol) of acetic acid and 0.01 ml (0.12 mmol) of piperidine are heated under reflux in 25 ml of anhydrous dichloromethane for 3 h. After addition of 80 mg of pyridinium para-toluenesulfonate and heating under reflux for a further 12 h, the reaction solution is washed with water and with brine and concentrated. 308.4 mg (91% of theory) of a red oil are obtained and are ... Reactants: C(C1=CC=CC=C1)OC1=C(N(C(=C1OCC1=CC=CC=C1)C(N(C)C)=O)C1=CC=C(C=C1)OCCCS(=O)(=O)C)C(=O)OCC (Ethyl 3,4-bis(benzyloxy)-5-(dimethylcarbamoyl)-1-(4-(3-(methylsulfonyl)propoxy)phenyl)-1H-pyrrole-2-carboxylate). Reagents/catalysts: [Pd] (Pd/C). Run in CO (MeOH). Product: CN(C(=O)C1=C(C(=C(N1C1=CC=C(C=C1)OCCCS(=O)(=O)C)C(=O)OCC)O)O)C (ethyl 5-(dimethylcarbamoyl)-3,4-dihydroxy-1-(4-(3-(methylsulfonyl)propoxy)phenyl)-1H-pyrrole-2-carboxylate). The yield is 58.7%. RXN SMILES: C([O:8][C:9]1[C:13]([O:14]CC2C=CC=CC=2)=[C:12]([C:22](=[O:26])[N:23]([CH3:25])[CH3:24])[N:11]([C:27]2[CH:32]=[CH:31][C:30]([O:33][CH2:34][CH2:35][CH2:36][S:37]([CH3:40])(=[O:39])=[O:38])=[CH:29][CH:28]=2)[C:10]=1[C:41]([O:43][CH2:44][CH3:45])=[O:42])C1C=CC=CC=1>CO.[Pd]>[CH3:25][N:23]([CH3:24])[C:22]([C:12]1[N:11]([C:27]2[CH:28]=[CH:29][C:30]([O:33][CH2:34][CH2:35][CH2:36][S:37]([CH3:40])(=[O:39])=[O:38])=[CH:31][CH:32]=2)[C:10]([C:41]([O:43][CH2:44][CH3:45])=[O:42])=[C:9]([OH:8])[C:13]=1[OH:14])=[O:26]. Procedure details: A solution of ethyl 3,4-bis(benzyloxy)-5-(dimethylcarbamoyl)-1-(4-(3-(methylsulfonyl)propoxy)phenyl)-1H-pyrrole-2-carboxylate (44) (95 mg, 0.15 mmol) in MeOH (4 mL) was passed through a Thales ‘H-cube’ cartridge (10% Pd/C) at a flow rate of 1 mL/min at 40° C. under H2 (full H2 mode). The output was concentrated in vacuo, and the compound was purified by preparative HPLC (C-18 column, 21.2 mm i.d.×100 mm, 5 micron particle size, gradient 15-40% MeCN in 0.1% aq. formic acid over 16 min) to afford ... The reactants are O=C([O-])O, ClCCl, [Mg+2], N#CBr, CS(=O)(=O)c1ccc(N2CCC(=NOC3CCNCC3)CC2)c(F)c1, [Na+], [Na+], [Na+], O=C([O-])[O-], O=S(=O)([O-])[O-], O. Product: CS(=O)(=O)c1ccc(N2CCC(=NOC3CCN(C#N)CC3)CC2)c(F)c1. Reaction SMILES: [C:1](=[O:2])([OH:3])[O-:4].[Cl:46][CH2:47][Cl:48].[Mg+2:40].[N:31]#[C:32][Br:33].[NH:6]1[CH2:7][CH2:8][CH:9]([O:12][N:13]=[C:14]2[CH2:15][CH2:16][N:17]([c:20]3[c:21]([F:30])[cH:22][c:23]([S:26](=[O:27])(=[O:28])[CH3:29])[cH:24][cH:25]3)[CH2:18][CH2:19]2)[CH2:10][CH2:11]1.[Na+:34].[Na+:35].[Na+:5].[O-:36][C:37](=[O:38])[O-:39].[O-:41][S:42](=[O:43])(=[O:44])[O-:45].[OH2:49]>>[N:6]1([C:32]#[N:31])[CH2:7][CH2:8][CH:9]([O:12][N:13]=[C:14]2[CH2:15][CH2:16][N:17]([c:20]3[c:21]([F:30])[cH:22][c:23]([S:26](=[O:27])(=[O:28])[CH3:29])[cH:24][cH:25]3)[CH2:18][CH2:19]2)[CH2:10][CH2:11]1. Reactants: OB(O)C1=CCCCC1, NC(=O)c1ccc(N)c(Br)c1. Yields the product NC(=O)c1ccc(N)c(C2=CCCCC2)c1. As a reaction SMILES: [C:12]1([B:18]([OH:19])[OH:20])=[CH:13][CH2:14][CH2:15][CH2:16][CH2:17]1.[NH2:1][c:2]1[c:3]([Br:11])[cH:4][c:5]([C:6](=[O:7])[NH2:8])[cH:9][cH:10]1>>[NH2:1][c:2]1[c:3]([C:12]2=[CH:13][CH2:14][CH2:15][CH2:16][CH2:17]2)[cH:4][c:5]([C:6](=[O:7])[NH2:8])[cH:9][cH:10]1. Product: BrC1=CC=2N(C=C1)C(=CN2)C(=O)NC2=C(C=C(C(=C2)C(NCC2=C(C=CC=C2)N2CCN(CC2)C)=O)F)C (7-Bromo-N-(4-fluoro-2-methyl-5-(2-(4-methylpiperazin-1-yl)benzylcarbamoyl)phenyl)imidazo[1,2-a]pyridine-3-carboxamide). Reaction SMILES: [NH2:1][C:2]1[C:3]([CH3:26])=[CH:4][C:5]([F:25])=[C:6]([CH:24]=1)[C:7]([NH:9][CH2:10][C:11]1[CH:16]=[CH:15][CH:14]=[CH:13][C:12]=1[N:17]1[CH2:22][CH2:21][N:20]([CH3:23])[CH2:19][CH2:18]1)=[O:8].[Br:27][C:28]1[CH:33]=[CH:32][N:31]2[C:34]([C:37](NC3C=C(C(=O)NCCOC(C)(C)C)C=CC=3F)=[O:38])=[CH:35][N:36]=[C:30]2[CH:29]=1>>[Br:27][C:28]1[CH:33]=[CH:32][N:31]2[C:34]([C:37]([NH:1][C:2]3[CH:24]=[C:6]([C:7](=[O:8])[NH:9][CH2:10][C:11]4[CH:16]=[CH:15][CH:14]=[CH:13][C:12]=4[N:17]4[CH2:22][CH2:21][N:20]([CH3:23])[CH2:19][CH2:18]4)[C:5]([F:25])=[CH:4][C:3]=3[CH3:26])=[O:38])=[CH:35][N:36]=[C:30]2[CH:29]=1. Reactants: NC=1C(=CC(=C(C(=O)NCC2=C(C=CC=C2)N2CCN(CC2)C)C1)F)C (5-Amino-2-fluoro-4-methyl-N-(2-(4-methylpiperazin-1-yl)benzyl)benzamide), BrC1=CC=2N(C=C1)C(=CN2)C(=O)NC2=C(C=CC(=C2)C(NCCOC(C)(C)C)=O)F (7-bromo-N-(5-(2-tert-butoxyethylcarbamoyl)-2-fluorophenyl)imidazo[1,2-a]pyridine-3-carboxamide). Procedure details: The title compound was prepared from 5-amino-2-fluoro-4-methyl-N-(2-(4-methylpiperazin-1-yl)benzyl)benzamide (step 3) analogously to 7-bromo-N-(5-(2-tert-butoxyethylcarbamoyl)-2-fluorophenyl)imidazo[1,2-a]pyridine-3-carboxamide (Intermediate 2a step 2); The reactants are CCCC(=O)Cl, ClCCl, Nc1cc([N+](=O)[O-])ccc1O, c1ccncc1. Product: CCCC(=O)Nc1cc([N+](=O)[O-])ccc1O. Reaction SMILES: [C:18]([CH2:19][CH2:20][CH3:21])(=[O:22])[Cl:23].[Cl:24][CH2:25][Cl:26].[NH2:1][c:2]1[c:3]([OH:11])[cH:4][cH:5][c:6]([N+:8](=[O:9])[O-:10])[cH:7]1.[cH:12]1[cH:13][cH:14][n:15][cH:16][cH:17]1>>[NH:1]([c:2]1[c:3]([OH:11])[cH:4][cH:5][c:6]([N+:8](=[O:9])[O-:10])[cH:7]1)[C:18]([CH2:19][CH2:20][CH3:21])=[O:22]. The reactants are [Cl-].[NH4+] (ammonium chloride), C(#N)[C@@H]1[C@@H](CCCC1)C(=O)OC(C)(C)C (tert-butyl cis-2-cyanocyclohexanecarboxylate), solution, FC1=CC=C(C=C1)[Mg]Br (4-fluorophenylmagnesium bromide). Run in C(C)OCC (ethyl ether), C(C)OCC (ethyl ether). Reaction conditions: time 2 hour. Product: FC1=CC=C(C=C1)C=1NC(=C2CCCCC12)C1=CC=C(C=C1)F (1,3-di-(4-fluorophenyl)-4,5,6,7-tetrahydro-2H-isoindole). RXN SMILES: [C:1]([C@H:3]1[CH2:8][CH2:7][CH2:6][CH2:5][C@H:4]1[C:9](OC(C)(C)C)=O)#[N:2].[F:16][C:17]1[CH:22]=[CH:21][C:20]([Mg]Br)=[CH:19][CH:18]=1.[Cl-].[NH4+]>C(OCC)C>[F:16][C:17]1[CH:22]=[CH:21][C:20]([C:9]2[NH:2][C:1]([C:20]3[CH:21]=[CH:22][C:17]([F:16])=[CH:18][CH:19]=3)=[C:3]3[C:4]=2[CH2:5][CH2:6][CH2:7][CH2:8]3)=[CH:19][CH:18]=1 |f:2.3|. Procedure: A solution of 14.75 g of the compound of Step A diluted with 30 ml of ethyl ether is added dropwise, at 35° C., to 80 ml of a 2M solution of 4-fluorophenylmagnesium bromide in ethyl ether. After 2 hours, the reaction mixture is cooled and hydrolysed with 20 ml of a saturated ammonium chloride solution. After filtration and washing with ethyl ether, the organic phases are combined and dried over calcium sulphate and then concentrated. The product is isolated by chromatography on silica gel (eluan...